From a dataset of the Open Reaction Database (ORD), a public repository of structured organic reaction records. describe an organic reaction: reactants, conditions, products, and yield Reactants: CCOC(C)=O, CC(=O)O, O=C1NC(=O)C(=Cc2ccc(OCCc3ccc(OS(=O)(=O)c4ccccc4)cc3)cc2)S1. Yields the product O=C1NC(=O)C(Cc2ccc(OCCc3ccc(OS(=O)(=O)c4ccccc4)cc3)cc2)S1. As a reaction SMILES: [CH3:34][CH2:35][O:36][C:37](=[O:38])[CH3:39].[CH3:40][C:41](=[O:42])[OH:43].[c:1]1([S:7](=[O:8])(=[O:9])[O:10][c:11]2[cH:12][cH:13][c:14]([CH2:17][CH2:18][O:19][c:20]3[cH:21][cH:22][c:23]([CH:24]=[C:25]4[C:26](=[O:31])[NH:27][C:28](=[O:30])[S:29]4)[cH:32][cH:33]3)[cH:15][cH:16]2)[cH:2][cH:3][cH:4][cH:5][cH:6]1>>[c:1]1([S:7](=[O:8])(=[O:9])[O:10][c:11]2[cH:12][cH:13][c:14]([CH2:17][CH2:18][O:19][c:20]3[cH:21][cH:22][c:23]([CH2:24][CH:25]4[C:26](=[O:31])[NH:27][C:28](=[O:30])[S:29]4)[cH:32][cH:33]3)[cH:15][cH:16]2)[cH:2][cH:3][cH:4][cH:5][cH:6]1. Reactants: C(C)OC1=CC=C(CO)C=C1 (4-ethoxybenzyl alcohol), OC=1C=C(C=O)C=CC1 (3-hydroxybenzaldehyde), C1(=CC=CC=C1)P(C1=CC=CC=C1)C1=CC=CC=C1 (triphenylphosphine). Solvent: O1CCCC1 (tetrahydrofuran). The product is C(C)OC1=CC=C(COC=2C=C(C=O)C=CC2)C=C1 (3-(4-ethoxybenzyloxy)benzaldehyde). As a reaction SMILES: [CH2:1]([O:3][C:4]1[CH:11]=[CH:10][C:7]([CH2:8][OH:9])=[CH:6][CH:5]=1)[CH3:2].O[C:13]1[CH:14]=[C:15]([CH:18]=[CH:19][CH:20]=1)[CH:16]=[O:17].C1(P(C2C=CC=CC=2)C2C=CC=CC=2)C=CC=CC=1>O1CCCC1>[CH2:1]([O:3][C:4]1[CH:11]=[CH:10][C:7]([CH2:8][O:9][C:13]2[CH:14]=[C:15]([CH:18]=[CH:19][CH:20]=2)[CH:16]=[O:17])=[CH:6][CH:5]=1)[CH3:2]. Procedure: Mix 4-ethoxybenzyl alcohol (3.35 g. 22 mmol), 3-hydroxybenzaldehyde (2.69 g, 22 mmol), triphenylphosphine (5.8 g, 22 mmol) and diethylazadicarboxylate (3.83 g, 22 mmol) in tetrahydrofuran (25 mL). Stir at room temperature under anhydrous atmosphere until the reaction is done. Concentrate the solution in vacuo and dilute with a small quantity of ethyl ether. Filter any precipitate and concentrate the filtrate in vacuo. Purify by silica gel chromatography to give 3-(4-ethoxybenzyloxy)benzaldehyde. Starting materials: CCO, CC(C)=O, [Na+], O=S([O-])O. The product is CC(C)=O, [Na+], O=S([O-])O. RXN SMILES: [CH3:10][CH2:11][OH:12].[CH3:1][C:2]([CH3:3])=[O:4].[Na+:9].[S:5]([O-:6])([OH:7])=[O:8]>>[CH3:1][C:2]([CH3:3])=[O:4].[Na+:9].[S:5](=[O:6])([O-:7])[OH:8]. Starting materials: COC(COC1=C(C=C(C(=C1)Cl)SCC1=CC=C(C=C1)OCC1=CC=C(C=C1)C(F)(F)F)C)=O ({5-Chloro-2-methyl-4-[4-(4-trifluoromethyl-benzyloxy)-benzyl-sulfanyl]-phenoxy}-acetic acid methyl ester), [K+].[Br-] (KBr). Product: ClC=1C(=CC(=C(OCC(=O)O)C1)C)SCC1=CC=C(C=C1)OCC1=CC=C(C=C1)C(F)(F)F ({5-Chloro-2-methyl-4-[4-(4-trifluoromethyl-benzyloxy)-benzyl-sulfanyl]-phenoxy}-acetic acid). As a reaction SMILES: C[O:2][C:3](=[O:34])[CH2:4][O:5][C:6]1[CH:11]=[C:10]([Cl:12])[C:9]([S:13][CH2:14][C:15]2[CH:20]=[CH:19][C:18]([O:21][CH2:22][C:23]3[CH:28]=[CH:27][C:26]([C:29]([F:32])([F:31])[F:30])=[CH:25][CH:24]=3)=[CH:17][CH:16]=2)=[CH:8][C:7]=1[CH3:33].[K+].[Br-]>>[Cl:12][C:10]1[C:9]([S:13][CH2:14][C:15]2[CH:16]=[CH:17][C:18]([O:21][CH2:22][C:23]3[CH:24]=[CH:25][C:26]([C:29]([F:30])([F:31])[F:32])=[CH:27][CH:28]=3)=[CH:19][CH:20]=2)=[CH:8][C:7]([CH3:33])=[C:6]([CH:11]=1)[O:5][CH2:4][C:3]([OH:34])=[O:2] |f:1.2|. Reported procedure: The title compound was prepared in the manner analogous to Example 1 using 61A. mp 142-143° C.; IR (KBr) cm−1: 3074, 1747, 1321, 1234, 1175, 1124; 400 MHz 1H NMR (DMSO-d6): δ 13.01 (br(s), 1H), 7.67-7.73 (m, 2H), 7.57-7.64 (m, 2H), 7.16-7.25 (m, 4H), 6.87-6.95 (m, 4H), 5.15 (s, 2H), 4.69 (s, 2H), 4.07 (s, 2H), 2.07 (s, 3H); MS m/z 495 (M−1). Anal. Calc'd for C24H20ClF3O4S: C, 58.01; H, 4.06. found: C, 57.73; H, 4.06. Starting materials: O=C([O-])[O-], CCC(C)=O, CCCCCCCNC(=O)N(C)c1cccc(-c2ccc(CCC(=O)OC)cc2O)c1, CCI, [K+], [K+]. The product is CCCCCCCNC(=O)N(C)c1cccc(-c2ccc(CCC(=O)OC)cc2OCC)c1. As a reaction SMILES: [C:35](=[O:36])([O-:37])[O-:38].[CH2:41]([C:42]([CH3:43])=[O:44])[CH3:45].[CH2:4]([CH2:5][CH2:6][CH2:7][CH2:8][CH2:9][CH3:10])[NH:11][C:12]([N:13]([CH3:14])[c:15]1[cH:16][c:17](-[c:21]2[c:22]([OH:33])[cH:23][c:24]([CH2:27][CH2:28][C:29](=[O:30])[O:31][CH3:32])[cH:25][cH:26]2)[cH:18][cH:19][cH:20]1)=[O:34].[I:1][CH2:2][CH3:3].[K+:39].[K+:40]>>[CH2:2]([CH3:3])[O:33][c:22]1[c:21](-[c:17]2[cH:16][c:15]([N:13]([C:12]([NH:11][CH2:4][CH2:5][CH2:6][CH2:7][CH2:8][CH2:9][CH3:10])=[O:34])[CH3:14])[cH:20][cH:19][cH:18]2)[cH:26][cH:25][c:24]([CH2:27][CH2:28][C:29](=[O:30])[O:31][CH3:32])[cH:23]1.